This data is from the Open Reaction Database (ORD), a public repository of structured organic reaction records. The task is: describe an organic reaction: reactants, conditions, products, and yield Reactants: CC(C)(OC(=O)N[C@@H](CC1=CC=CC=C1)C(=O)N[C@@H](CC(C)C)C(=O)N[C@H](C(O)P(=O)(OCC)OCC)CC1CCCCC1)C ([(1,1-Dimethylethoxy)carbonyl]-L-phenylalanyl-N-[(1S)-1-(cyclohexylmethyl)-2-(diethoxyphosphinyl)-2-hydroxyethyl]-L-leucinamide), CC(C)(OC(=O)N[C@@H](CC1=CN=CN1COCC1=CC=CC=C1)C(=O)O)C ([(1,1-dimethylethoxy)carbonyl]-3-[(phenylmethoxy)methyl]-L-histidine), O.ON1N=NC2=C1C=CC=C2 (1-Hydroxybenzotriazole hydrate), C(C)(C)N(C(C)C)CC (N,N-diisopropylethylamine), C1(CCCCC1)N=C=NC1CCCCC1 (dicyclohexylcarbodiimide). The solvent is O1CCCC1 (tetrahydrofuran). Reaction conditions: temperature 0 celsius, time 16 hour. The product is CC(C)(OC(=O)N[C@@H](CC1=CN=CN1COCC1=CC=CC=C1)C(=O)N[C@H](C(O)P(=O)(OCC)OCC)CC1CCCCC1)C ((1S)-[(1,1-Dimethylethoxy)carbonyl]-N-[1-(cyclohexylmethyl)-2-(diethoxyphosphinyl)-2-hydroxyethyl]-3-[(phenylmethoxy)methyl]-L-histidinamide). Reaction SMILES: CC(C)(OC(N[C@H](C(N[C@H](C([NH:26][C@@H:27]([CH2:38][CH:39]1[CH2:44][CH2:43][CH2:42][CH2:41][CH2:40]1)[CH:28]([P:30]([O:35][CH2:36][CH3:37])([O:32][CH2:33][CH3:34])=[O:31])[OH:29])=O)CC(C)C)=O)CC1C=CC=CC=1)=O)C.[CH3:46][C:47]([CH3:72])([O:49][C:50]([NH:52][C@H:53]([C:69](O)=[O:70])[CH2:54][C:55]1[N:59]([CH2:60][O:61][CH2:62][C:63]2[CH:68]=[CH:67][CH:66]=[CH:65][CH:64]=2)[CH:58]=[N:57][CH:56]=1)=[O:51])[CH3:48].O.ON1C2C=CC=CC=2N=N1.C(N(CC)C(C)C)(C)C.C1(N=C=NC2CCCCC2)CCCCC1>O1CCCC1>[CH3:46][C:47]([CH3:48])([O:49][C:50]([NH:52][C@H:53]([C:69]([NH:26][C@@H:27]([CH2:38][CH:39]1[CH2:40][CH2:41][CH2:42][CH2:43][CH2:44]1)[CH:28]([P:30]([O:35][CH2:36][CH3:37])([O:32][CH2:33][CH3:34])=[O:31])[OH:29])=[O:70])[CH2:54][C:55]1[N:59]([CH2:60][O:61][CH2:62][C:63]2[CH:64]=[CH:65][CH:66]=[CH:67][CH:68]=2)[CH:58]=[N:57][CH:56]=1)=[O:51])[CH3:72] |f:2.3|. Procedure details: Compound B from Example 2 (1.47 g, 4.46 mmol) was added to a solution of [(1,1-dimethylethoxy)carbonyl]-3-[(phenylmethoxy)methyl]-L-histidine (T. Brown and J. H. Jones, Journal of Chemical Society, Chemical Communications (1981), 648) in tetrahydrofuran (22 mL) and cooled to 0° C. 1-Hydroxybenzotriazole hydrate (682 mg, 4.46 mmol), N,N-diisopropylethylamine (854.5 μl, 4.9 mmol) and dicyclohexylcarbodiimide (920 mg, 4.46 mmol) were added sequentially. After 16 hours at 25° C., the reaction mixtur...